From a dataset of the Open Reaction Database (ORD), a public repository of structured organic reaction records. describe an organic reaction: reactants, conditions, products, and yield Reactants: NC1=CC(=C(OC=2C=C3C=NN(C3=CC2C=2C=NN(C2)C(=O)OC(C)(C)C)C)C=C1)F (tert-Butyl 4-(5-(4-amino-2-fluorophenoxy)-1-methyl-1H-indazol-6-yl)-1H-pyrazole-1-carboxylate), C=1C=CC2=C(C1)N=NN2O (HOBt), FC1=CC=C(C=C1)N1C(C(=CC=C1C)C(=O)O)=O (1-(4-Fluorophenyl)-6-methyl-2-oxo-1,2-dihydropyridine-3-carboxylic acid), CCN=C=NCCCN(C)C (EDCI). Run in CN(C)C=O (DMF), CN(C)C=O (DMF). The product is FC=1C=C(C=CC1OC=1C=C2C=NN(C2=CC1C=1C=NNC1)C)NC(=O)C=1C(N(C(=CC1)C)C1=CC=C(C=C1)F)=O (N-(3-Fluoro-4-(1-methyl-6-(1H-pyrazol-4-yl)-1H-indazol-5-yloxy)phenyl)-1-(4-fluorophenyl)-6-methyl-2-oxo-1,2-dihydropyridine-3-carboxamide), FC1=C(OC=2C=C3C=NN(C3=CC2C=2C=NN(C2)C(=O)OC(C)(C)C)C)C=CC(=C1)NC(=O)C=1C(N(C(=CC1)C)C1=CC=C(C=C1)F)=O (tert-butyl 4-(5-(2-fluoro-4-(1-(4-fluorophenyl)-6-methyl-2-oxo-1,2-dihydropyridine-3-carboxamido)phenoxy)-1-methyl-1H-indazol-6-yl)-1H-pyrazole-1-carboxylate). The yield is 136.2%. RXN SMILES: [NH2:1][C:2]1[CH:30]=[CH:29][C:5]([O:6][C:7]2[CH:8]=[C:9]3[C:13](=[CH:14][C:15]=2[C:16]2[CH:17]=[N:18][N:19]([C:21]([O:23][C:24]([CH3:27])([CH3:26])[CH3:25])=[O:22])[CH:20]=2)[N:12]([CH3:28])[N:11]=[CH:10]3)=[C:4]([F:31])[CH:3]=1.[F:32][C:33]1[CH:38]=[CH:37][C:36]([N:39]2[C:44]([CH3:45])=[CH:43][CH:42]=[C:41]([C:46]([OH:48])=[O:47])[C:40]2=[O:49])=[CH:35][CH:34]=1.CCN=C=NCCCN(C)C.C1C=CC2N(O)N=NC=2C=1>CN(C=O)C>[F:31][C:4]1[CH:3]=[C:2]([NH:1][C:46]([C:41]2[C:40](=[O:49])[N:39]([C:36]3[CH:35]=[CH:34][C:33]([F:32])=[CH:38][CH:37]=3)[C:44]([CH3:45])=[CH:43][CH:42]=2)=[O:47])[CH:30]=[CH:29][C:5]=1[O:6][C:7]1[CH:8]=[C:9]2[C:13](=[CH:14][C:15]=1[C:16]1[CH:17]=[N:18][NH:19][CH:20]=1)[N:12]([CH3:28])[N:11]=[CH:10]2.[F:31][C:4]1[CH:3]=[C:2]([NH:1][C:46]([C:41]2[C:40](=[O:49])[N:39]([C:36]3[CH:35]=[CH:34][C:33]([F:32])=[CH:38][CH:37]=3)[C:44]([CH3:45])=[CH:43][CH:42]=2)=[O:48])[CH:30]=[CH:29][C:5]=1[O:6][C:7]1[CH:8]=[C:9]2[C:13](=[CH:14][C:15]=1[C:16]1[CH:17]=[N:18][N:19]([C:21]([O:23][C:24]([CH3:27])([CH3:25])[CH3:26])=[O:22])[CH:20]=1)[N:12]([CH3:28])[N:11]=[CH:10]2. Procedure: A 12 L round bottom flask is equipped with overhead agitation, a thermocouple, and a N2 purge. tert-Butyl 4-(5-(4-amino-2-fluorophenoxy)-1-methyl-1H-indazol-6-yl)-1H-pyrazole-1-carboxylate (404 g, 954.08 mmol) is dissolved in DMF (2 L) and charged to the flask. DMF (1 L) is used to rinse the flask. 1-(4-Fluorophenyl)-6-methyl-2-oxo-1,2-dihydropyridine-3-carboxylic acid (259.46 g, 1.05 mol) and EDCI (228.63 g, 1.19 mol) are added and it is rinse in with DMF (500 mL). Then HOBt (189.94 g, 1.24 mol... Reactants: COC([C@@H](NC([C@@H](N)C)=O)CC1=CC=CC=C1)=O (N-(L-alaninyl)-L-phenylalanine methyl ester), C(=O)(OC(C)(C)C)N[C@@H](C)C(=O)O (N-BOC-L-alanine), COC([C@@H](N)CC1=CC=CC=C1)=O (L-phenylalanine methyl ester). Solvent: EtOAc hexanes, CO.C(Cl)Cl (CH3OH CH2Cl2). The product is COC([C@@H](NC([C@@H](NC(CCC=C)=O)C)=O)CC1=CC=CC=C1)=O (N-[N-(Pent-4-enoyl)-L-alaninyl]-L-phenylalanine Methyl Ester). Reaction SMILES: [CH3:1][O:2][C:3](=[O:18])[C@H:4]([CH2:11][C:12]1[CH:17]=[CH:16][CH:15]=[CH:14][CH:13]=1)[NH:5][C:6](=[O:10])[C@H:7]([CH3:9])[NH2:8].C(N[C@H](C(O)=O)C)(OC(C)(C)C)=O.C[O:33][C:34](=O)[C@H:35]([CH2:37][C:38]1C=CC=C[CH:39]=1)N>CO.C(Cl)Cl>[CH3:1][O:2][C:3](=[O:18])[C@H:4]([CH2:11][C:12]1[CH:17]=[CH:16][CH:15]=[CH:14][CH:13]=1)[NH:5][C:6](=[O:10])[C@H:7]([CH3:9])[NH:8][C:34](=[O:33])[CH2:35][CH2:37][CH:38]=[CH2:39] |f:3.4|. Reported procedure: Following General Procedure A and using N-(L-alaninyl)-L-phenylalanine methyl ester (prepared by coupling N-BOC-L-alanine (Sigma) and L-phenylalanine methyl ester (Sigma) using General Procedure A, followed by removal of the BOC-group using General Procedure Y) and pent-4-enoic acid (Aldrich), the title compound was prepared as a solid (mp=125.5-126.5° C.). The reaction was monitored by tlc (Rf=0.32 in 50% EtOAc/hexanes; 0.51 in 10% CH3OH/CH2Cl2) and the product was purified by flash chromatogra... Starting materials: COC=1C=CC(=C(C1)NC)N (5-methoxy-N-methyl-1,2-phenylenediamine), COC(=O)COC1=CC=C(CC2C(NC(S2)=O)=O)C=C1 (5-(4-methoxycarbonylmethoxybenzyl)thiazolidin-2,4-dione), Cl (hydrochloric acid). The solvent is O1CCOCC1 (1,4-dioxane). Conditions: time 2 hour. Yields the product COC=1C=CC2=C(N(C(=N2)COC2=CC=C(CC3C(NC(S3)=O)=O)C=C2)C)C1 (5-[4-(6-Methoxy-1-methyl-1H-benzimidazol-2-ylmethoxy)benzyl]thiazolidin-2,4-dione). The yield is 35.3%. As a reaction SMILES: [CH3:1][O:2][C:3]1[CH:4]=[CH:5][C:6]([NH2:11])=[C:7]([NH:9][CH3:10])[CH:8]=1.CO[C:14]([CH2:16][O:17][C:18]1[CH:31]=[CH:30][C:21]([CH2:22][CH:23]2[S:27][C:26](=[O:28])[NH:25][C:24]2=[O:29])=[CH:20][CH:19]=1)=O.Cl>O1CCOCC1>[CH3:1][O:2][C:3]1[CH:4]=[CH:5][C:6]2[N:11]=[C:14]([CH2:16][O:17][C:18]3[CH:19]=[CH:20][C:21]([CH2:22][CH:23]4[S:27][C:26](=[O:28])[NH:25][C:24]4=[O:29])=[CH:30][CH:31]=3)[N:9]([CH3:10])[C:7]=2[CH:8]=1. Procedure details: A mixture of 21.8 g of 5-methoxy-N-methyl-1,2-phenylenediamine (see Referential Example 9, Japanese Patent Application Publication No. Hei-9 (1997)-295970), 63.4 g of 5-(4-methoxycarbonylmethoxybenzyl)thiazolidin-2,4-dione (see Referential Example 21, Japanese Patent Application Publication No. Hei9-(1997)-295970), 250 ml of 1,4-dioxane and 750 ml of conc. hydrochloric acid was heated under reflux for 60 hours. The reaction mixture was cooled with ice, and the precipitate was filtered. The preci... Reactants: C(C)OC(=O)[C@H]1[C@@H]2C[C@H](C([C@H]12)NC1=CC(=C(C=C1)F)[C@]1(N=C(N(C(C1(C)C)=O)C)N)C)O ((1S,3R,5R,6S)-2-[3-((S)-2-Amino-1,4,5,5-tetramethyl-6-oxo-1,4,5,6-tetrahydro-pyrimidin-4-yl)-4-fluoro-phenylamino]-3-hydroxy-bicyclo[3.1.0]hexane-6-carboxylic acid ethyl ester), [Li+].[OH-] (LiOH). Solvent: C1CCOC1 (THF), CO (MeOH), O (H2O). Conditions: time 4 hour. Yields the product NC=1N(C(C([C@@](N1)(C)C=1C=C(C=CC1F)NC1[C@@H]2[C@H]([C@@H]2C[C@H]1O)C(=O)O)(C)C)=O)C ((1S,3R,5R,6S)-2-(3-((S)-2-amino-1,4,5,5-tetramethyl-6-oxo-1,4,5,6-tetrahydropyrimidin-4-yl)-4-fluorophenylamino)-3-hydroxybicyclo[3.1.0]hexane-6-carboxylic acid). As a reaction SMILES: C([O:3][C:4]([C@@H:6]1[C@@H:11]2[C@H:7]1[CH2:8][C@@H:9]([OH:32])[CH:10]2[NH:12][C:13]1[CH:18]=[CH:17][C:16]([F:19])=[C:15]([C@:20]2([CH3:31])[C:25]([CH3:27])([CH3:26])[C:24](=[O:28])[N:23]([CH3:29])[C:22]([NH2:30])=[N:21]2)[CH:14]=1)=[O:5])C.[Li+].[OH-]>C1COCC1.CO.O>[NH2:30][C:22]1[N:23]([CH3:29])[C:24](=[O:28])[C:25]([CH3:26])([CH3:27])[C@:20]([C:15]2[CH:14]=[C:13]([NH:12][CH:10]3[C@H:9]([OH:32])[CH2:8][C@@H:7]4[C@H:11]3[C@H:6]4[C:4]([OH:5])=[O:3])[CH:18]=[CH:17][C:16]=2[F:19])([CH3:31])[N:21]=1 |f:1.2|. Reported procedure: To a solution of (1S,3R,5R,6S)-2-[3-((S)-2-Amino-1,4,5,5-tetramethyl-6-oxo-1,4,5,6-tetrahydro-pyrimidin-4-yl)-4-fluoro-phenylamino]-3-hydroxy-bicyclo[3.1.0]hexane-6-carboxylic acid ethyl ester (example 100, 0.05 mmol) in THF (1 ml), MeOH (0.3 ml) and H2O (0.3 ml) was added LiOH (1N, 0.1 mmol) and the reaction mixture was stirred at room temperature for 4 h. The mixture was concentrated in vacuo, the residue diluted with aqueous HCl (0.5 N) until pH=5 and evaporated again. The solid residue was t... Reactants: Cc1cccc(Br)n1, [Cu]I, C#CC=C1CCN(c2ncccc2[N+](=O)[O-])CC1, c1ccc(P(c2ccccc2)(c2ccccc2)[Pd](P(c2ccccc2)(c2ccccc2)c2ccccc2)(P(c2ccccc2)(c2ccccc2)c2ccccc2)P(c2ccccc2)(c2ccccc2)c2ccccc2)cc1. RXN SMILES: [Br:19][c:20]1[n:21][c:22]([CH3:26])[cH:23][cH:24][cH:25]1.[Cu:104][I:105].[N+:1](=[O:2])([O-:3])[c:4]1[c:5]([N:10]2[CH2:11][CH2:12][C:13](=[CH:16][C:17]#[CH:18])[CH2:14][CH2:15]2)[n:6][cH:7][cH:8][cH:9]1.[cH:27]1[cH:28][cH:29][c:30]([P:31]([Pd:32]([P:33]([c:34]2[cH:35][cH:36][cH:37][cH:38][cH:39]2)([c:40]2[cH:41][cH:42][cH:43][cH:44][cH:45]2)[c:46]2[cH:47][cH:48][cH:49][cH:50][cH:51]2)([P:52]([c:53]2[cH:54][cH:55][cH:56][cH:57][cH:58]2)([c:59]2[cH:60][cH:61][cH:62][cH:63][cH:64]2)[c:65]2[cH:66][cH:67][cH:68][cH:69][cH:70]2)[P:71]([c:72]2[cH:73][cH:74][cH:75][cH:76][cH:77]2)([c:78]2[cH:79][cH:80][cH:81][cH:82][cH:83]2)[c:84]2[cH:85][cH:86][cH:87][cH:88][cH:89]2)([c:90]2[cH:91][cH:92][cH:93][cH:94][cH:95]2)[c:96]2[cH:97][cH:98][cH:99][cH:100][cH:101]2)[cH:102][cH:103]1>>[N+:1](=[O:2])([O-:3])[c:4]1[c:5]([N:10]2[CH2:11][CH2:12][C:13](=[CH:16][C:17]#[C:18][c:20]3[n:21][c:22]([CH3:26])[cH:23][cH:24][cH:25]3)[CH2:14][CH2:15]2)[n:6][cH:7][cH:8][cH:9]1. The product is Cc1cccc(C#CC=C2CCN(c3ncccc3[N+](=O)[O-])CC2)n1. The reactants are CCOC(=O)C (EtOAc), CC=1NC2=C(C=CC=C2C1)OC (2-methyl-7-methoxy indole), B(Br)(Br)Br (BBr3). Solvent: C(Cl)Cl (CH2Cl2). Run at time 3 hour. Product: CC=1NC2=C(C=CC=C2C1)O (2-methyl-7-hydroxy indole). The yield is 99.0%. RXN SMILES: [CH3:1][C:2]1[NH:3][C:4]2[C:9]([CH:10]=1)=[CH:8][CH:7]=[CH:6][C:5]=2[O:11]C.B(Br)(Br)Br.CCOC(C)=O>C(Cl)Cl>[CH3:1][C:2]1[NH:3][C:4]2[C:9]([CH:10]=1)=[CH:8][CH:7]=[CH:6][C:5]=2[OH:11]. Procedure: To a solution of 2-methyl-7-methoxy indole (814 mg, 5.0 mmol) in CH2Cl2 (20 mL) at 0° C. was added BBr3 (15 mL, 15 mmol, 1M in CH2Cl2), and then the ice bath was removed and stirring was continued for 3 h. Ice was added and the reaction mixture diluted with water (30 mL). The aqueous layer was extracted with EtOAc (3×100 mL), dried over Na2SO4, filtered, and concentrated in vacuo. The residue was purified via passage through a short silica gel column (20% then 50% EtOAc/hex) to afford 2-methyl-7... The reactants are C(C)(C)(C)OC(=O)NCCN1CC2=C(C(C1)OC1=CC(=C(C=C1)Cl)Cl)C=CO2 (6-(2-[(tert-Butoxycarbonyl)amino]ethyl)-4-(3,4-di-chlorophenyloxy)-4,5,6,7-tetrahydrofuro[2,3-c]pyridine), Cl.C(C)(=O)OCC (hydrochloric acid ethyl acetate). Run in CO (methanol). Run at time 1 hour. Product: Cl.Cl.NCCN1CC2=C(C(C1)OC1=CC(=C(C=C1)Cl)Cl)C=CO2 (6-(2-Aminoethyl)-4-(3,4-dichlorophenyloxy)-4,5,6,7-tetrahydrofuro[2,3-c]pyridine dihydrochloride). Reaction SMILES: C(OC([NH:8][CH2:9][CH2:10][N:11]1[CH2:16][CH:15]([O:17][C:18]2[CH:23]=[CH:22][C:21]([Cl:24])=[C:20]([Cl:25])[CH:19]=2)[C:14]2[CH:26]=[CH:27][O:28][C:13]=2[CH2:12]1)=O)(C)(C)C.[ClH:29].C(OCC)(=O)C>CO>[ClH:24].[ClH:29].[NH2:8][CH2:9][CH2:10][N:11]1[CH2:16][CH:15]([O:17][C:18]2[CH:23]=[CH:22][C:21]([Cl:24])=[C:20]([Cl:25])[CH:19]=2)[C:14]2[CH:26]=[CH:27][O:28][C:13]=2[CH2:12]1 |f:1.2,4.5.6|. Reported procedure: 6-(2-[(tert-Butoxycarbonyl)amino]ethyl)-4-(3,4-di-chlorophenyloxy)-4,5,6,7-tetrahydrofuro[2,3-c]pyridine (35 mg) prepared in the step 1 was dissolved in 2 mL of dehydrated methanol, 20 equivalents of a hydrochloric acid/ethyl acetate solution was dropped thereinto and the mixture was stirred at room temperature for 1 hour. The reaction solution was concentrated in vacuo to evaporate the solvent and excess hydrochloric acid. To the resulting residue was added 2 mL of diethyl ether, the mixture wa... The reactants are COC1=C(C=C(C=C1)OC)C=1C(OC2=CC(=CC=C2C1C)O)=O (3-(2,5-dimethoxy-phenyl)-7-hydroxy-4-methyl-chromen-2-one), [I-].C[N+]1=CN(C=C1)C(N(C1=CC=CC=C1)C)=O (1-methyl-3-(methyl-phenyl-carbamoyl)-3H-imidazol-1-ium iodide). The product is COC1=C(C=C(C=C1)OC)C=1C(OC2=CC(=CC=C2C1C)OC(N(C1=CC=CC=C1)C)=O)=O (Methyl-phenyl-carbamic acid 3-(2,5-dimethoxy-phenyl)-4-methyl-2-oxo-2H-chromen-7-yl ester). The yield is 13.5%. RXN SMILES: [CH3:1][O:2][C:3]1[CH:8]=[CH:7][C:6]([O:9][CH3:10])=[CH:5][C:4]=1[C:11]1[C:12](=[O:23])[O:13][C:14]2[C:19]([C:20]=1[CH3:21])=[CH:18][CH:17]=[C:16]([OH:22])[CH:15]=2.[I-].C[N+]1C=CN([C:31](=[O:40])[N:32]([CH3:39])[C:33]2[CH:38]=[CH:37][CH:36]=[CH:35][CH:34]=2)C=1>>[CH3:1][O:2][C:3]1[CH:8]=[CH:7][C:6]([O:9][CH3:10])=[CH:5][C:4]=1[C:11]1[C:12](=[O:23])[O:13][C:14]2[C:19]([C:20]=1[CH3:21])=[CH:18][CH:17]=[C:16]([O:22][C:31](=[O:40])[N:32]([CH3:39])[C:33]1[CH:38]=[CH:37][CH:36]=[CH:35][CH:34]=1)[CH:15]=2 |f:1.2|. Procedure: The title compound (30 mg, 13% yield, white solid) was prepared from 3-(2,5-dimethoxy-phenyl)-7-hydroxy-4-methyl-chromen-2-one (156 mg, 0.50 mmol) and 1-methyl-3-(methyl-phenyl-carbamoyl)-3H-imidazol-1-ium iodide (175 mg, 0.51 mmol). Procedure details: A solution of 6-chloro-9-(2,3-dideoxy-2-fluoro-β-D-arabinofuranosyl)-9H-purine (16 mg, 0.059 mmol) in saturated methanolic ammonia (5 ml) was sealed in a glass tube under an atmosphere of ammonia. The product is NC1=C2N=CN(C2=NC=N1)[C@H]1[C@H](C[C@H](O1)CO)F (6-amino-9-(2,3-dideoxy-2-fluoro-β-D-arabinofuranosyl)-9H-purine). Reaction SMILES: Cl[C:2]1[N:10]=[CH:9][N:8]=[C:7]2[C:3]=1[N:4]=[CH:5][N:6]2[C@@H:11]1[O:15][C@H:14]([CH2:16][OH:17])[CH2:13][C@@H:12]1[F:18].[NH3:19]>>[NH2:19][C:2]1[N:10]=[CH:9][N:8]=[C:7]2[C:3]=1[N:4]=[CH:5][N:6]2[C@@H:11]1[O:15][C@H:14]([CH2:16][OH:17])[CH2:13][C@@H:12]1[F:18]. The reactants are ClC1=C2N=CN(C2=NC=N1)[C@H]1[C@H](C[C@H](O1)CO)F (6-chloro-9-(2,3-dideoxy-2-fluoro-β-D-arabinofuranosyl)-9H-purine), N (ammonia).